From a dataset of the Open Reaction Database (ORD), a public repository of structured organic reaction records. describe an organic reaction: reactants, conditions, products, and yield Starting materials: ClC1=NC(=C2N=CN(C2=N1)C1CCCC1)Cl (2,6-dichloro-9-cyclopentylpurine), C(C)NC1=CC=NC=C1 (4-(ethylamino)pyridine). The solvent is C(C)N(CC)CC (triethylamine). The product is ClC1=NC(=C2N=CN(C2=N1)C1CCCC1)N(CC)C1=CC=NC=C1 (2-Chloro-6-[(4-pyridyl)-2-ethylamino]-9-cyclopentylpurine). Reaction SMILES: [Cl:1][C:2]1[N:10]=[C:9]2[C:5]([N:6]=[CH:7][N:8]2[CH:11]2[CH2:15][CH2:14][CH2:13][CH2:12]2)=[C:4](Cl)[N:3]=1.[CH2:17]([NH:19][C:20]1[CH:25]=[CH:24][N:23]=[CH:22][CH:21]=1)[CH3:18]>C(N(CC)CC)C>[Cl:1][C:2]1[N:10]=[C:9]2[C:5]([N:6]=[CH:7][N:8]2[CH:11]2[CH2:15][CH2:14][CH2:13][CH2:12]2)=[C:4]([N:19]([C:20]2[CH:25]=[CH:24][N:23]=[CH:22][CH:21]=2)[CH2:17][CH3:18])[N:3]=1. Procedure details: 2-Chloro-6-[(4-pyridyl)-2-ethylamino]-9-cyclopentylpurine is prepared from 2,6-dichloro-9-cyclopentylpurine, 4-(ethylamino)pyridine, and triethylamine essentially as described above in Example 1, Scheme A, step b.